From a dataset of the Open Reaction Database (ORD), a public repository of structured organic reaction records. describe an organic reaction: reactants, conditions, products, and yield Starting materials: C1(CCCCC1)C(CC(=O)O)NC(=O)OC (3-cyclohexyl-3-[(methoxycarbonyl)amino]propanoic acid), Cl.CN1CCN(CC1)C1=NC(=NC(=C1)C1=CC=C2CCNCC2=C1)N (4-(4-methylpiperazin-1-yl)-6-(1,2,3,4-tetrahydroisoquinolin-7-yl)pyrimidin-2-amine HCl salt). The product is COC(NC(CC(=O)N1CC2=CC(=CC=C2CC1)C1=NC(=NC(=C1)N1CCN(CC1)C)N)C1CCCCC1)=O (methyl{3-[7-[2-amino-6-(4-methylpiperazin-1-yl)pyrimidin-4-yl]-3,4-dihydroisoquinolin-2(1H)-yl]-1-cyclohexyl-3-oxopropyl}carbamate). Reaction SMILES: [CH:1]1([CH:7]([NH:12][C:13]([O:15][CH3:16])=[O:14])[CH2:8][C:9]([OH:11])=O)[CH2:6][CH2:5][CH2:4][CH2:3][CH2:2]1.Cl.[CH3:18][N:19]1[CH2:24][CH2:23][N:22]([C:25]2[CH:30]=[C:29]([C:31]3[CH:40]=[C:39]4[C:34]([CH2:35][CH2:36][NH:37][CH2:38]4)=[CH:33][CH:32]=3)[N:28]=[C:27]([NH2:41])[N:26]=2)[CH2:21][CH2:20]1>>[CH3:16][O:15][C:13](=[O:14])[NH:12][CH:7]([CH:1]1[CH2:2][CH2:3][CH2:4][CH2:5][CH2:6]1)[CH2:8][C:9]([N:37]1[CH2:36][CH2:35][C:34]2[C:39](=[CH:40][C:31]([C:29]3[CH:30]=[C:25]([N:22]4[CH2:21][CH2:20][N:19]([CH3:18])[CH2:24][CH2:23]4)[N:26]=[C:27]([NH2:41])[N:28]=3)=[CH:32][CH:33]=2)[CH2:38]1)=[O:11] |f:1.2|. Reported procedure: This compound was prepared by using procedures analogous to those described for the synthesis of Example 41 starting from 3-cyclohexyl-3-[(methoxycarbonyl)amino]propanoic acid and 4-(4-methylpiperazin-1-yl)-6-(1,2,3,4-tetrahydroisoquinolin-7-yl)pyrimidin-2-amine HCl salt. Analytic LCMS (M+H)+: m/z=536.2. The reactants are C1(=CC=CC=C1)C1=CC=C2C=C(C=NC2=C1)CO (7-phenyl-3-quinolylmethanol), S(=O)(Cl)Cl (thionyl chloride). Product: ClCC=1C=NC2=CC(=CC=C2C1)C1=CC=CC=C1 (3-chloromethyl-7-phenylquinoline). Yield: 96.0%. As a reaction SMILES: [C:1]1([C:7]2[CH:16]=[C:15]3[C:10]([CH:11]=[C:12]([CH2:17]O)[CH:13]=[N:14]3)=[CH:9][CH:8]=2)[CH:6]=[CH:5][CH:4]=[CH:3][CH:2]=1.S(Cl)([Cl:21])=O>>[Cl:21][CH2:17][C:12]1[CH:13]=[N:14][C:15]2[C:10]([CH:11]=1)=[CH:9][CH:8]=[C:7]([C:1]1[CH:6]=[CH:5][CH:4]=[CH:3][CH:2]=1)[CH:16]=2. Reported procedure: In substantially the same manner as in Reference Example 73, 7-phenyl-3-quinolylmethanol was reacted with thionyl chloride to obtain 3-chloromethyl-7-phenylquinoline. The yield was 96%. Recrystallization from ethyl acetate-hexane gave colorless prisms, 105-106° C. Starting materials: CCOCC.CCCCCC (ether hexane), ClC[Si](CC1=CC=C(C=C1)F)(C)C (Chloromethyl-dimethyl-4-fluorobenzylsilane), C1(C=2C(C(N1)=O)=CC=CC2)=O.[K] (potassium phthalimide), O (water). Solvent: CN(C=O)C (dimethylformamide). Product: C[Si](CC1=CC=C(C=C1)F)(C)CN1C(C=2C(C1=O)=CC=CC2)=O (N[(dimethyl-4-fluorobenzylsilyl)methyl]phthalimide). The yield is 94.9%. As a reaction SMILES: Cl[CH2:2][Si:3]([CH3:13])([CH3:12])[CH2:4][C:5]1[CH:10]=[CH:9][C:8]([F:11])=[CH:7][CH:6]=1.[C:14]1(=[O:24])[NH:18][C:17](=[O:19])[C:16]2=[CH:20][CH:21]=[CH:22][CH:23]=[C:15]12.[K].O.CCOCC.CCCCCC>CN(C)C=O>[CH3:12][Si:3]([CH2:2][N:18]1[C:17](=[O:19])[C:16]2=[CH:20][CH:21]=[CH:22][CH:23]=[C:15]2[C:14]1=[O:24])([CH3:13])[CH2:4][C:5]1[CH:10]=[CH:9][C:8]([F:11])=[CH:7][CH:6]=1 |f:1.2,4.5,^1:24|. Procedure details: Chloromethyl-dimethyl-4-fluorobenzylsilane (2.01 g, 9.33 mmol) and potassium phthalimide (1.90 g), 10.27 mmol) were heated in dry dimethylformamide (30 ml) at 70° C. for 5 hours and then the mixture was poured into water and extracted with ether. The ether solution was washed with water, brine, dried and evaporated. Chromatography (silica gel, ether/hexane--20/80) afforded N[(dimethyl-4-fluorobenzylsilyl)methyl]phthalimide as a white powder (2.90 g, 95% yield) 1H NMR (CDCl3, TMS) δ: 0.20 (s,6H),... Starting materials: ClCC=1N=C(OC1C)C1=CC=CC=C1 (4-chloromethyl-5-methyl-2-phenyl-oxazole), C([O-])([O-])=O.[Cs+].[Cs+] (cesium carbonate), [I-].[K+] (potassium iodide), COC([C@H](CC1=C(C=C(C=C1)O)CC)OCC)=O ((2S)-2-ethoxy-3-(2-ethyl-4-hydroxy-phenyl)-propionic acid methyl ester). Product: COC([C@H](CC1=C(C=C(C=C1)OCC=1N=C(OC1C)C1=CC=CC=C1)CC)OCC)=O ((S)-2-ethoxy-3-[2-ethyl-4-(5-methyl-2-phenyl-oxazol-4-ylmethoxy)-phenyl]-propionic acid methyl ester). Reaction SMILES: [CH3:1][O:2][C:3](=[O:18])[C@@H:4]([O:15][CH2:16][CH3:17])[CH2:5][C:6]1[CH:11]=[CH:10][C:9]([OH:12])=[CH:8][C:7]=1[CH2:13][CH3:14].Cl[CH2:20][C:21]1[N:22]=[C:23]([C:27]2[CH:32]=[CH:31][CH:30]=[CH:29][CH:28]=2)[O:24][C:25]=1[CH3:26].C(=O)([O-])[O-].[Cs+].[Cs+].[I-].[K+]>>[CH3:1][O:2][C:3](=[O:18])[C@@H:4]([O:15][CH2:16][CH3:17])[CH2:5][C:6]1[CH:11]=[CH:10][C:9]([O:12][CH2:20][C:21]2[N:22]=[C:23]([C:27]3[CH:32]=[CH:31][CH:30]=[CH:29][CH:28]=3)[O:24][C:25]=2[CH3:26])=[CH:8][C:7]=1[CH2:13][CH3:14] |f:2.3.4,5.6|. Procedure details: In analogy to the procedure described in example 1 f], (2S)-2-ethoxy-3-(2-ethyl-4-hydroxy-phenyl)-propionic acid methyl ester was reacted with 4-chloromethyl-5-methyl-2-phenyl-oxazole in the presence of cesium carbonate and potassium iodide to yield (S)-2-ethoxy-3-[2-ethyl-4-(5-methyl-2-phenyl-oxazol-4-ylmethoxy)-phenyl]-propionic acid methyl ester as colorless liquid.